From a dataset of the Open Reaction Database (ORD), a public repository of structured organic reaction records. describe an organic reaction: reactants, conditions, products, and yield Starting materials: BrC1=CC=C(S1)N1C(O[C@@]2(C1)CN1CCC2CC1)=O ((R)-3′-(5-bromothiophen-2-yl)spiro[1-azabicyclo[2.2.2]octan-3,5′-oxazolidin]-2′-one), S1C=C(C=C1)B(O)O (thiophene-3-boronic acid). Yields the product S1C=C(C=C1)C1=CC=C(S1)N1C(O[C@@]2(C1)CN1CCC2CC1)=O ((R)-3′-[5-(Thiophen-3-yl)thiophen-2-yl]spiro[1-azabicyclo[2.2.2]octan-3,5′-oxazolidin]-2′-one). RXN SMILES: Br[C:2]1[S:6][C:5]([N:7]2[CH2:11][C@:10]3([CH:16]4[CH2:17][CH2:18][N:13]([CH2:14][CH2:15]4)[CH2:12]3)[O:9][C:8]2=[O:19])=[CH:4][CH:3]=1.[S:20]1[CH:24]=[CH:23][C:22](B(O)O)=[CH:21]1>>[S:20]1[CH:24]=[CH:23][C:22]([C:2]2[S:6][C:5]([N:7]3[CH2:11][C@:10]4([CH:16]5[CH2:17][CH2:18][N:13]([CH2:14][CH2:15]5)[CH2:12]4)[O:9][C:8]3=[O:19])=[CH:4][CH:3]=2)=[CH:21]1. Reported procedure: The title compound was prepared by a method analogous to that described in Example 2 from (R)-3′-(5-bromothiophen-2-yl)spiro[1-azabicyclo[2.2.2]octan-3,5′-oxazolidin]-2′-one and thiophene-3-boronic acid. The title compound (118 mg) was obtained as a pale solid, m/z 347 (MH+). Reactants: COC(=O)c1cccc(Oc2ccnc(Nc3nc(C)cs3)c2)c1, CO, [Na+], [OH-]. Product: Cc1csc(Nc2cc(Oc3cccc(C(=O)O)c3)ccn2)n1. Reaction SMILES: [CH3:1][c:2]1[n:3][c:4]([NH:7][c:8]2[n:9][cH:10][cH:11][c:12]([O:14][c:15]3[cH:16][c:17]([C:18](=[O:19])[O:20][CH3:21])[cH:22][cH:23][cH:24]3)[cH:13]2)[s:5][cH:6]1.[CH3:27][OH:28].[Na+:26].[OH-:25]>>[CH3:1][c:2]1[n:3][c:4]([NH:7][c:8]2[n:9][cH:10][cH:11][c:12]([O:14][c:15]3[cH:16][c:17]([C:18](=[O:19])[OH:20])[cH:22][cH:23][cH:24]3)[cH:13]2)[s:5][cH:6]1. Starting materials: ClC=1C=C(C=C(C1)Cl)N1C(N(CC1=O)C)=O (3-(3,5-dichlorophenyl)-1-methylimidazolidine-2,4-dione), C(#N)C1=CC=C(C=O)C=C1 (4-cyanobenzaldehyde), N1C(CCC1)=O (pyrrolidone), C1CCOC1 (THF). Solvent: CCO (EtOH). Reaction conditions: temperature 65 celsius. Product: ClC=1C=C(C=C(C1)Cl)N1C(N(\C(\C1=O)=C\C1=CC=C(C#N)C=C1)C)=O ((E)-4-((1-(3,5-dichlorophenyl)-3-methyl-2,5-dioxoimidazolidin-4-ylidene)methyl)benzonitrile). Yield: 86.3%. As a reaction SMILES: [Cl:1][C:2]1[CH:3]=[C:4]([N:9]2[C:13](=[O:14])[CH2:12][N:11]([CH3:15])[C:10]2=[O:16])[CH:5]=[C:6]([Cl:8])[CH:7]=1.[C:17]([C:19]1[CH:26]=[CH:25][C:22]([CH:23]=O)=[CH:21][CH:20]=1)#[N:18].N1CCCC1=O.C1COCC1>CCO>[Cl:8][C:6]1[CH:5]=[C:4]([N:9]2[C:13](=[O:14])/[C:12](=[CH:23]\[C:22]3[CH:25]=[CH:26][C:19]([C:17]#[N:18])=[CH:20][CH:21]=3)/[N:11]([CH3:15])[C:10]2=[O:16])[CH:3]=[C:2]([Cl:1])[CH:7]=1. Procedure: A mixture of 3-(3,5-dichlorophenyl)-1-methylimidazolidine-2,4-dione (1.00 kg, 3.86 mol), 4-cyanobenzaldehyde (0.70 kg, 5.79 mol) and pyrrolidone (0.27 kg, 3.86 mmol) was refluxed in EtOH (13.00 L) for 20-24 hours at a temperature of 78° C. The completeness of the reaction was followed by HPLC. Upon reaction completion, the suspension was cooled to 65° C. and THF (4.33 L) was added in 5-10 minutes. The suspension was cooled to 20-25° C. in 3-4 hours and was then filtered. The filter cake was wash... Starting materials: C(C1=CC=CC=C1)(=O)C1=C(CCCC1)NCC1=CC=CC=C1 (N-[2-(benzoyl)-cyclohexen-1-yl]benzylamine), CO (methanol), C(C1=CC=CC=C1)(=O)C1=C(CCCC1)NCC1=CC=CC=C1 (N-[2-(benzoyl)cyclohex-1-enyl)benzylamine), II (iodine), OC1=C(C=CC=C1)CC1(CCCCC1)NCC1=CC=CC=C1 (N-[[2(hydroxy)phenylmethyl]cyclohexyl]benzylamine). The reagents and catalysts are [Pd] (palladium on carbon). The solvent is C(Cl)Cl (methylene chloride). The product is OC(C1C(CCCC1)N)C1=CC=CC=C1 (2-[hydroxy(phenyl)methyl]cyclohexylamine). Reaction SMILES: CO.II.OC1C=CC=CC=1CC1(NCC2C=CC=CC=2)CCCCC1.[C:27]([C:35]1[CH2:40][CH2:39][CH2:38][CH2:37][C:36]=1[NH:41]CC1C=CC=CC=1)(=[O:34])[C:28]1[CH:33]=[CH:32][CH:31]=[CH:30][CH:29]=1>[Pd].C(Cl)Cl>[OH:34][CH:27]([C:28]1[CH:29]=[CH:30][CH:31]=[CH:32][CH:33]=1)[CH:35]1[CH2:40][CH2:39][CH2:38][CH2:37][CH:36]1[NH2:41]. Procedure: A 17.9 kg lot of N-[2-(benzoyl)-cyclohexen-1-yl]benzylamine in ethanol solution from Step B above, was hydrogenated at 100 psig over 10% palladium on carbon (1800 g) in a 20 or 30 gallon autoclave. The reduction required 18 days for completion. The hydrogenation reaction was monitored periodically by thin layer chromatography (tlc) analyses using alumina GF plates (Analtech) and 5% methanol in methylene chloride. The plates were visualized with iodine. The reduction proceeds through the intermed... Reactants: C1CCNCC1, Cc1cc2c(cc1-c1cc(C=O)ccc1OC(F)(F)F)N(C)C(=O)CC2(C)C, Cc1ccccc1, CCOC(C)=O, CC(=O)O, O=C1CSC(=O)N1. Yields the product Cc1cc2c(cc1-c1cc(C=C3SC(=O)NC3=O)ccc1OC(F)(F)F)N(C)C(=O)CC2(C)C. Reaction SMILES: [CH2:8]1[CH2:9][CH2:10][NH:11][CH2:12][CH2:13]1.[CH3:14][N:15]1[C:16](=[O:41])[CH2:17][C:18]([CH3:39])([CH3:40])[c:19]2[cH:20][c:21]([CH3:38])[c:22](-[c:25]3[cH:26][c:27]([CH:28]=[O:29])[cH:30][cH:31][c:32]3[O:33][C:34]([F:35])([F:36])[F:37])[cH:23][c:24]21.[CH3:1][c:2]1[cH:3][cH:4][cH:5][cH:6][cH:7]1.[CH3:49][CH2:50][O:51][C:52](=[O:53])[CH3:54].[CH3:55][C:56](=[O:57])[OH:58].[S:42]1[C:43](=[O:48])[NH:44][C:45](=[O:47])[CH2:46]1>>[CH3:14][N:15]1[C:16](=[O:41])[CH2:17][C:18]([CH3:39])([CH3:40])[c:19]2[cH:20][c:21]([CH3:38])[c:22](-[c:25]3[cH:26][c:27]([CH:28]=[C:46]4[S:42][C:43](=[O:48])[NH:44][C:45]4=[O:47])[cH:30][cH:31][c:32]3[O:33][C:34]([F:35])([F:36])[F:37])[cH:23][c:24]21.